From a dataset of the Open Reaction Database (ORD), a public repository of structured organic reaction records. describe an organic reaction: reactants, conditions, products, and yield Starting materials: COc2ccc1ccccc1c2 (substrate), CN(C)c1ccc([Mg]Br)cc1 (effective_coupling_partner). The reagents and catalysts are ItBu. Reaction conditions: temperature 60 celsius, time 24 hour. Yields the product CN(C)c3ccc(c2ccc1ccccc1c2)cc3. Reactants: O=C([O-])[O-], CN(C)C=O, CCOC(C)=O, C1CCC(C2CO2)CC1, [K+], [K+], N#Cc1ccccc1-c1ccc(Cn2c(=O)[nH]c(=O)c3cc(CC(F)(F)F)sc32)cc1, O. Product: N#Cc1ccccc1-c1ccc(Cn2c(=O)n(CC(=O)C3CCCCC3)c(=O)c3cc(CC(F)(F)F)sc32)cc1. Reaction SMILES: [C:46](=[O:47])([O-:48])[O-:49].[CH3:41][N:42]([CH3:43])[CH:44]=[O:45].[CH3:53][CH2:54][O:55][C:56](=[O:57])[CH3:58].[CH:32]1([CH:38]2[O:39][CH2:40]2)[CH2:33][CH2:34][CH2:35][CH2:36][CH2:37]1.[K+:50].[K+:51].[O:1]=[c:2]1[nH:3][c:4](=[O:31])[c:5]2[c:6]([n:7]1[CH2:8][c:9]1[cH:10][cH:11][c:12](-[c:15]3[c:16]([C:21]#[N:22])[cH:17][cH:18][cH:19][cH:20]3)[cH:13][cH:14]1)[s:23][c:24]([CH2:26][C:27]([F:28])([F:29])[F:30])[cH:25]2.[OH2:52]>>[O:1]=[c:2]1[n:3]([CH2:40][C:38]([CH:32]2[CH2:33][CH2:34][CH2:35][CH2:36][CH2:37]2)=[O:39])[c:4](=[O:31])[c:5]2[c:6]([n:7]1[CH2:8][c:9]1[cH:10][cH:11][c:12](-[c:15]3[c:16]([C:21]#[N:22])[cH:17][cH:18][cH:19][cH:20]3)[cH:13][cH:14]1)[s:23][c:24]([CH2:26][C:27]([F:28])([F:29])[F:30])[cH:25]2. Reactants: ClC=1N=C(C2=C(N1)SC(=N2)CN2CCN(CC2)S(=O)(=O)C)N2CCOCC2 (5-Chloro-2-((4-methylsulfonylpiperazin-1-yl)methyl)-7-morpholinothiazolo[5,4-d]pyrimidine), N1C=CC=2C1=NC=C(C2)B(O)O (1H-pyrrolo[2,3-b]pyridin-5-yl boronic acid), C([O-])([O-])=O.[Na+].[Na+] (sodium carbonate). The reagents and catalysts are Cl[Pd]([P](C1=CC=CC=C1)(C2=CC=CC=C2)C3=CC=CC=C3)([P](C4=CC=CC=C4)(C5=CC=CC=C5)C6=CC=CC=C6)Cl (trans-dichlorobis(triphenylphosphine)palladium(II)). Solvent: C(C)#N (Acetonitrile), C(C)#N (acetonitrile). Yields the product CS(=O)(=O)N1CCN(CC1)CC=1SC=2N=C(N=C(C2N1)N1CCOCC1)C=1C=C2C(=NC1)NC=C2 (4-(2-((4-(methylsulfonyl)piperazin-1-yl)methyl)-5-(1H-pyrrolo[2,3-b]pyridin-5-yl)thiazolo[5,4-d]pyrimidin-7-yl)morpholine). Reaction SMILES: Cl[C:2]1[N:3]=[C:4]([N:22]2[CH2:27][CH2:26][O:25][CH2:24][CH2:23]2)[C:5]2[N:10]=[C:9]([CH2:11][N:12]3[CH2:17][CH2:16][N:15]([S:18]([CH3:21])(=[O:20])=[O:19])[CH2:14][CH2:13]3)[S:8][C:6]=2[N:7]=1.[NH:28]1[C:32]2=[N:33][CH:34]=[C:35](B(O)O)[CH:36]=[C:31]2[CH:30]=[CH:29]1.C(=O)([O-])[O-].[Na+].[Na+]>Cl[Pd](Cl)([P](C1C=CC=CC=1)(C1C=CC=CC=1)C1C=CC=CC=1)[P](C1C=CC=CC=1)(C1C=CC=CC=1)C1C=CC=CC=1.C(#N)C>[CH3:21][S:18]([N:15]1[CH2:16][CH2:17][N:12]([CH2:11][C:9]2[S:8][C:6]3[N:7]=[C:2]([C:35]4[CH:36]=[C:31]5[CH:30]=[CH:29][NH:28][C:32]5=[N:33][CH:34]=4)[N:3]=[C:4]([N:22]4[CH2:27][CH2:26][O:25][CH2:24][CH2:23]4)[C:5]=3[N:10]=2)[CH2:13][CH2:14]1)(=[O:20])=[O:19] |f:2.3.4,^1:48,67|. Procedure: 5-Chloro-2-((4-methylsulfonylpiperazin-1-yl)methyl)-7-morpholinothiazolo[5,4-d]pyrimidine, 1H-pyrrolo[2,3-b]pyridin-5-yl boronic acid (1.2 eq), and trans-dichlorobis(triphenylphosphine)palladium(II) (0.1 eq) were slurried with equal parts 1M sodium carbonate (3 eq) and acetonitrile. The solution was microwaved at 130° C. for 15 minutes. Acetonitrile was added and the solution was filtered. The resulting organic layer was purified by reverse phase silica gel chromatography to give the product 116... Reactants: CNC(=O)C=1N(N=CN1)CC1=C(N=C2N1C=C(C=C2)C)C2=CC=C(C=C2)C (2-(6-Methyl-2-p-tolyl-imidazo[1,2-a]pyridin-3-ylmethyl)-2H-[1,2,4]triazole-3-carboxylic acid methylamide), ClC1=CC=C(C=C1)C=1N=C2N(N=CC=C2)C1CN1C(=NC=C1)C(=O)OC (methyl 1-((2-(4-chlorophenyl)imidazo[1,2-b]pyridazin-3-yl)methyl)-1H-imidazole-2-carboxylate), CN (methylamine). Product: ClC1=CC=C(C=C1)C=1N=C2N(N=CC=C2)C1CN1C(=NC=C1)C(=O)NC (1-((2-(4-chlorophenyl)imidazo[1,2-b]pyridazin-3-yl)methyl)-N-methyl-1H-imidazole-2-carboxamide). As a reaction SMILES: [CH3:1][NH:2]C(C1N(CC2N3C=C(C)C=CC3=NC=2C2C=CC(C)=CC=2)N=CN=1)=O.[Cl:28][C:29]1[CH:34]=[CH:33][C:32]([C:35]2[N:36]=[C:37]3[CH:42]=[CH:41][CH:40]=[N:39][N:38]3[C:43]=2[CH2:44][N:45]2[CH:49]=[CH:48][N:47]=[C:46]2[C:50]([O:52]C)=O)=[CH:31][CH:30]=1.CN>>[Cl:28][C:29]1[CH:34]=[CH:33][C:32]([C:35]2[N:36]=[C:37]3[CH:42]=[CH:41][CH:40]=[N:39][N:38]3[C:43]=2[CH2:44][N:45]2[CH:49]=[CH:48][N:47]=[C:46]2[C:50]([NH:2][CH3:1])=[O:52])=[CH:31][CH:30]=1. Reported procedure: The title compound was prepared according to the procedure described for compound 68 from methyl 1-((2-(4-chlorophenyl)imidazo[1,2-b]pyridazin-3-yl)methyl)-1H-imidazole-2-carboxylate and methylamine 1H-NMR (CDCl3, 400 MHz, δ) 8.54 (d, J=4.4 Hz, 1H), 8.09 (d, J=9.3 Hz, 1H), 7.87 (s, 1H), 7.64 (d, J=8.0 Hz, 2H), 7.51 (s, 1H), 7.47 (d, J=7.9 Hz, 2H), 7.37 (dd, J=4.5, 9.2 Hz, 1H), 6.93 (s, 1H), 6.90 (s, 1H), 6.31 (s, 2H), 2.91 (s, 3H) ppm; m/e 367 (M+H)+. The reactants are CC(C)(C)N, Fc1ccc(C#Cc2ccnc(Cl)n2)cc1, O. The product is CC(C)(C)Nc1nccc(C#Cc2ccc(F)cc2)n1. RXN SMILES: [CH3:17][C:18]([CH3:19])([CH3:20])[NH2:21].[Cl:1][c:2]1[n:3][cH:4][cH:5][c:6]([C:8]#[C:9][c:10]2[cH:11][cH:12][c:13]([F:16])[cH:14][cH:15]2)[n:7]1.[OH2:22]>>[c:2]1([NH:21][C:18]([CH3:17])([CH3:19])[CH3:20])[n:3][cH:4][cH:5][c:6]([C:8]#[C:9][c:10]2[cH:11][cH:12][c:13]([F:16])[cH:14][cH:15]2)[n:7]1.